This data is from the Open Reaction Database (ORD), a public repository of structured organic reaction records. The task is: describe an organic reaction: reactants, conditions, products, and yield Reactants: N1CCCC1 (Pyrrolidine), N1N=NC=C1 (1,2,3-triazole), O1CCOC12CCC(CC2)=O (1,4 dioxaspiro[4,5]decan-8-one). Solvent: C1(=CC=CC=C1)C (toluene). Reaction conditions: temperature 90 celsius, time 7 hour. Product: N1(CCCC1)C1(CCC2(OCCO2)CC1)N1N=NC=C1 (1-(8-Pyrrolidin-1-yl-1,4-dioxaspiro[4.5]dec-8-yl)-1H-[1,2,3]triazole). As a reaction SMILES: [NH:1]1[CH2:5][CH2:4][CH2:3][CH2:2]1.[NH:6]1[CH:10]=[CH:9][N:8]=[N:7]1.[O:11]1[C:15]2([CH2:20][CH2:19][C:18](=O)[CH2:17][CH2:16]2)[O:14][CH2:13][CH2:12]1>C1(C)C=CC=CC=1>[N:1]1([C:18]2([N:6]3[CH:10]=[CH:9][N:8]=[N:7]3)[CH2:19][CH2:20][C:15]3([O:14][CH2:13][CH2:12][O:11]3)[CH2:16][CH2:17]2)[CH2:5][CH2:4][CH2:3][CH2:2]1. Procedure details: Pyrrolidine (1.95 g, 2.29 ml, 27.5 mmol), 1,2,3-triazole (2.07 g, 30 mmol) and molecular sieve 4 Å (7.14 g) were added to a solution of 1,4 dioxaspiro[4,5]decan-8-one (3.9 g, 25 mmol) in toluene (40 ml). The mixture was stirred at 90° C. for 7 h. The solution was then decanted and immediately reacted further.